This data is from the Open Reaction Database (ORD), a public repository of structured organic reaction records. The task is: describe an organic reaction: reactants, conditions, products, and yield RXN SMILES: [CH2:1]([OH:3])[CH3:2].[C:4](Cl)(=[O:14])[C:5]1[CH:13]=[CH:12][C:8]([C:9]([Cl:11])=[O:10])=[CH:7][CH:6]=1>C1C=CC=CC=1>[CH2:1]([O:3][C:4]([C:5]1[CH:13]=[CH:12][C:8]([C:9]([Cl:11])=[O:10])=[CH:7][CH:6]=1)=[O:14])[CH3:2]. Solvent: C1=CC=CC=C1 (benzene). Starting materials: C(C)O (ethyl alcohol), C(C1=CC=C(C(=O)Cl)C=C1)(=O)Cl (terephthaloyl chloride). Product: C(C)OC(=O)C1=CC=C(C(=O)Cl)C=C1 (p-Ethoxycarbonylbenzoyl chloride), acyl chloride. Reported procedure: p-Ethoxycarbonylbenzoyl chloride is prepared according to the method of M. J. Dewar and J. P. Schroeder, J. Org. Chem., 30, 2297 (1965), by the gradual addition of a small amount of ethyl alcohol to a boiling solution of terephthaloyl chloride in benzene. After removal of the solvent the residue is distilled under reduced pressure to give the acyl chloride which boils at 102°-105° C. at 0.4 mm. Solvent: COC.CO (dimethyl ether methanol). Conditions: time 2.5 hour. The yield is 89.3%. As a reaction SMILES: [F:1][C:2]1[CH:3]=[C:4]([CH:33]=[CH:34][CH:35]=1)[CH2:5][N:6]1[C:10]2=[N:11][CH:12]=[CH:13][CH:14]=[C:9]2[C:8]2[CH2:15][CH2:16][N:17]([C:19](=[O:32])[CH2:20][C:21]3[CH:30]=[CH:29][C:24]([C:25]([O:27]C)=[O:26])=[C:23]([OH:31])[CH:22]=3)[CH2:18][C:7]1=2.[OH-].[Na+].O>COC.CO>[F:1][C:2]1[CH:3]=[C:4]([CH:33]=[CH:34][CH:35]=1)[CH2:5][N:6]1[C:10]2=[N:11][CH:12]=[CH:13][CH:14]=[C:9]2[C:8]2[CH2:15][CH2:16][N:17]([C:19](=[O:32])[CH2:20][C:21]3[CH:30]=[CH:29][C:24]([C:25]([OH:27])=[O:26])=[C:23]([OH:31])[CH:22]=3)[CH2:18][C:7]1=2 |f:1.2,4.5|. Product: FC=1C=C(CN2C3=C(C=4C2=NC=CC4)CCN(C3)C(CC3=CC(=C(C(=O)O)C=C3)O)=O)C=CC1 (4-{2-[9-(3-fluorobenzyl)-5,6,8,9-tetrahydro-7H-pyrido[4′,3′:4,5]pyrrolo[2,3-b]pyridin-7-yl]-2-oxoethyl}-2-hydroxybenzoic acid). Procedure: To 3.0 mL of a solution of the compound (53.8 mg) produced in Example 64 in dimethyl ether/methanol (1:1) was added a 1N aqueous sodium hydroxide solution (1.5 mL), the mixture was stirred at room temperature for 2.5 hours, and at 50° C. for 3 hours, and allowed to stand at room temperature overnight. On the next day, the resultant was stirred again at 50° C. for 5 hours, and water was added to the reaction solution. After washed with tert-butyl methyl ether, 1N hydrochloric acid was added to th... Starting materials: O (water), solution, FC=1C=C(CN2C3=C(C=4C2=NC=CC4)CCN(C3)C(CC3=CC(=C(C(=O)OC)C=C3)O)=O)C=CC1 (methyl 4-{2-[9-(3-fluorobenzyl)-5,6,8,9-tetrahydro-7H-pyrido[4′,3′:4,5]pyrrolo[2,3-b]pyridin-7-yl]-2-oxoethyl}-2-hydroxybenzoate), [OH-].[Na+] (sodium hydroxide). Starting materials: CN (methylamine), C(#N)C1=CC=C(C=C1)CS(=O)(=O)Cl (4-cyanobenzenemethanesulphonic acid chloride). Solvent: O1CCCC1 (tetrahydrofuran). Product: C(#N)C1=CC=C(C=C1)CS(=O)(=O)NC (4-Cyano-N-methyl-benzenemethanesulphonamide). Reaction SMILES: [CH3:1][NH2:2].[C:3]([C:5]1[CH:10]=[CH:9][C:8]([CH2:11][S:12](Cl)(=[O:14])=[O:13])=[CH:7][CH:6]=1)#[N:4]>O1CCCC1>[C:3]([C:5]1[CH:10]=[CH:9][C:8]([CH2:11][S:12]([NH:2][CH3:1])(=[O:14])=[O:13])=[CH:7][CH:6]=1)#[N:4]. Procedure: Gaseous methylamine was introduced into a solution of 0.8 g (3.71 mMol) of 4-cyanobenzenemethanesulphonic acid chloride in 20 ml of tetrahydrofuran until a distinctly alkaline reaction was obtained. The mixture was stirred for a further hour at ambient temperature, the excess methylamine together with the solvent was distilled off in vacuo and the residue was triturated with diethylether. The crystals formed were suction filtered and dried. 420 mg (54% of theory) of colourless crystals were obta... Starting materials: CNC(=O)C1CN(CC(=O)Nc2c(C)cc(C)cc2C)CCN1, Fc1ccc(C(CCCI)c2ccc(F)cc2)cc1, [Na+], [Na+], O=C([O-])[O-], CN(C)C=O. Yields the product CNC(=O)C1CN(CC(=O)Nc2c(C)cc(C)cc2C)CCN1CCCC(c1ccc(F)cc1)c1ccc(F)cc1. RXN SMILES: [CH3:20][NH:21][C:22](=[O:23])[CH:24]1[CH2:25][N:26]([CH2:30][C:31](=[O:32])[NH:33][c:34]2[c:35]([CH3:42])[cH:36][c:37]([CH3:41])[cH:38][c:39]2[CH3:40])[CH2:27][CH2:28][NH:29]1.[I:1][CH2:2][CH2:3][CH2:4][CH:5]([c:6]1[cH:7][cH:8][c:9]([F:12])[cH:10][cH:11]1)[c:13]1[cH:14][cH:15][c:16]([F:19])[cH:17][cH:18]1.[Na+:43].[Na+:44].[O-:45][C:46](=[O:47])[O-:48].[O:49]=[CH:50][N:51]([CH3:52])[CH3:53]>>[CH2:2]([CH2:3][CH2:4][CH:5]([c:6]1[cH:7][cH:8][c:9]([F:12])[cH:10][cH:11]1)[c:13]1[cH:14][cH:15][c:16]([F:19])[cH:17][cH:18]1)[N:29]1[CH:24]([C:22]([NH:21][CH3:20])=[O:23])[CH2:25][N:26]([CH2:30][C:31](=[O:32])[NH:33][c:34]2[c:35]([CH3:42])[cH:36][c:37]([CH3:41])[cH:38][c:39]2[CH3:40])[CH2:27][CH2:28]1. Procedure details: To a solution of 1-benzyl-4-piperidone (213 g, 1.13 mol) in toluene (700 ml) was added pyrrolidine (190 ml, 2.25 mol), the reaction mixture was fitted with a Dean-Stark head and heated to 150° C. for 18 h. The reaction mixture was cooled and evaporated under reduced pressure, p-toluenesulphonic acid (4.0 g, 0.022 mol) was then added to the residue followed by acrylamide (160 g, 2.25 mol). The reaction mixture was heated with rapid stirring to 90° C. for 1.5 h and then for a further 2 h at 120° C... Starting materials: C(C1=CC=CC=C1)N1CCC(CC1)=O (1-benzyl-4-piperidone), N1CCCC1 (pyrrolidine), C(C=C)(=O)N (acrylamide). Reagents/catalysts: C1(=CC=C(C=C1)S(=O)(=O)O)C (4-toluenesulphonic acid), C1(=CC=C(C=C1)S(=O)(=O)O)C (p-toluenesulphonic acid). Run in O1CCOCC1 (dioxane), C1(=CC=CC=C1)C (toluene). Isolated yield 64.3%. Yields the product C(C1=CC=CC=C1)N1CC=2CCC(NC2CC1)=O (6-Benzyl-3,4,5,6,7,8-hexahydro-1,6-naphthyridin-2-one). As a reaction SMILES: [CH2:1]([N:8]1[CH2:13][CH2:12][C:11](=O)[CH2:10][CH2:9]1)[C:2]1[CH:7]=[CH:6][CH:5]=[CH:4][CH:3]=1.N1CCCC1.[C:20]([NH2:24])(=[O:23])[CH:21]=[CH2:22]>C1(C)C=CC=CC=1.O1CCOCC1.C1(C)C=CC(S(O)(=O)=O)=CC=1>[CH2:1]([N:8]1[CH2:13][CH2:12][C:11]2[NH:24][C:20](=[O:23])[CH2:21][CH2:22][C:10]=2[CH2:9]1)[C:2]1[CH:7]=[CH:6][CH:5]=[CH:4][CH:3]=1. Run at temperature 150 celsius, time 1.5 hour. Starting materials: C(C)(C)(C)OC(=O)N1C(OC[C@@]1(CNC1=CC(=CC=C1)Cl)C(C)(C)C)(C)C (tert-butyl (S)-4-[(3-chloro-phenylamino)-methyl]-2,2-dimethyl-oxazolidine-3-carboxylic acid tert-butyl ester), COC(C1=CC=C(C=C1)OC)OC (p-anisaldehyde dimethyl acetal). Yields the product C(C)(C)(C)OC(=O)N1C(OC[C@@H]1CN(CC1=CC=C(C=C1)OC)C1=CC(=CC=C1)Cl)(C)C ((S)-4-{[(3-chloro-phenyl)-(4-methoxy-benzyl)-amino]-methyl}-2,2-dimethyl-oxazolidine-3-carboxylic acid tert-butyl ester). RXN SMILES: [C:1]([O:5][C:6]([N:8]1[C@@:12](C(C)(C)C)([CH2:13][NH:14][C:15]2[CH:20]=[CH:19][CH:18]=[C:17]([Cl:21])[CH:16]=2)[CH2:11][O:10][C:9]1([CH3:27])[CH3:26])=[O:7])([CH3:4])([CH3:3])[CH3:2].CO[CH:30](OC)[C:31]1[CH:36]=[CH:35][C:34]([O:37][CH3:38])=[CH:33][CH:32]=1>>[C:1]([O:5][C:6]([N:8]1[C@@H:12]([CH2:13][N:14]([C:15]2[CH:20]=[CH:19][CH:18]=[C:17]([Cl:21])[CH:16]=2)[CH2:30][C:31]2[CH:36]=[CH:35][C:34]([O:37][CH3:38])=[CH:33][CH:32]=2)[CH2:11][O:10][C:9]1([CH3:27])[CH3:26])=[O:7])([CH3:3])([CH3:4])[CH3:2]. Procedure details: In analogy to example 20.a tert-butyl (S)-4-[(3-chloro-phenylamino)-methyl]-2,2-dimethyl-oxazolidine-3-carboxylic acid tert-butyl ester was reacted with p-anisaldehyde dimethyl acetal to give (S)-4-{[(3-chloro-phenyl)-(4-methoxy-benzyl)-amino]-methyl}-2,2-dimethyl-oxazolidine-3-carboxylic acid tert-butyl ester. White solid. MS (ISP): 463.1 ([{37Cl}M+H]+), 461.1 ([{35Cl}M+H]+)